From a dataset of the Open Reaction Database (ORD), a public repository of structured organic reaction records. describe an organic reaction: reactants, conditions, products, and yield The reactants are BrC1=C(NC(C=C1)=O)C#N (3-bromo-6-oxo-1,6-dihydropyridine-2-carbonitrile), [Si](C)(C)(C(C)(C)C)Cl (tert-butyldimethylsilylchloride), N1C=NC=C1 (imidazole). Solvent: CN(C)C=O (DMF), O (water). Run at time 8 hour. Yields the product BrC=1C(=NC(=CC1)O[Si](C)(C)C(C)(C)C)C#N (3-bromo-6-(tert-butyldimethylsilyloxy)picolinonitrile). Reaction SMILES: [Br:1][C:2]1[CH:7]=[CH:6][C:5](=[O:8])[NH:4][C:3]=1[C:9]#[N:10].[Si:11](Cl)([C:14]([CH3:17])([CH3:16])[CH3:15])([CH3:13])[CH3:12].N1C=CN=C1>CN(C=O)C.O>[Br:1][C:2]1[C:3]([C:9]#[N:10])=[N:4][C:5]([O:8][Si:11]([C:14]([CH3:17])([CH3:16])[CH3:15])([CH3:13])[CH3:12])=[CH:6][CH:7]=1. Procedure details: A solution of 3-bromo-6-oxo-1,6-dihydropyridine-2-carbonitrile (from step 2) (1.0 eq.), tert-butyldimethylsilylchloride (TBSCl) (1.8 eq.), and imidazole (2.5 eq.) in DMF (0.2 M) was heated to 60° C. and stirred overnight. The reaction mixture was diluted with water and extracted with ether. The combined organic layers were dried over anhydrous MgSO4 and concentrated en vacuo. The residue was purified by a COMBIFLASH® system (ISCO) using 0-20% ethyl acetate in hexane to give 3-bromo-6-(tert-butyl... Starting materials: N1CCOCC1 (morpholine), FC(S(=O)(=O)OC1=CC(=C2OC=3C=CC(=CC3[C@@]3(C2=C1)N=C(OC3)N)NC3=CC(=CC=C3)OC)F)(F)F ((S)-2-amino-5′-fluoro-2′-(3-methoxyphenylamino)-5H-spiro[oxazole-4,9′-xanthene]-7′-yl trifluoromethanesulfonate), [Li+].C[Si](C)(C)[N-][Si](C)(C)C (LiHMDS). The reagents and catalysts are C=1C=CC(=CC1)/C=C/C(=O)/C=C/C2=CC=CC=C2.C=1C=CC(=CC1)/C=C/C(=O)/C=C/C2=CC=CC=C2.C=1C=CC(=CC1)/C=C/C(=O)/C=C/C2=CC=CC=C2.[Pd].[Pd] (Pd2 dba3). Run at temperature 110 celsius. Product: FC1=CC(=CC=2[C@]3(C4=CC(=CC=C4OC12)NC1=CC(=CC=C1)OC)N=C(OC3)N)N3CCOCC3 ((S)-4′-fluoro-N7′-(3-methoxyphenyl)-2′-morpholino-5H-spiro[oxazole-4,9′-xanthene]-2,7′-diamine). RXN SMILES: [NH:1]1[CH2:6][CH2:5][O:4][CH2:3][CH2:2]1.FC(F)(F)S(O[C:13]1[CH:26]=[C:25]2[C:16]([O:17][C:18]3[CH:19]=[CH:20][C:21]([NH:32][C:33]4[CH:38]=[CH:37][CH:36]=[C:35]([O:39][CH3:40])[CH:34]=4)=[CH:22][C:23]=3[C@:24]32[CH2:30][O:29][C:28]([NH2:31])=[N:27]3)=[C:15]([F:41])[CH:14]=1)(=O)=O.[Li+].C[Si]([N-][Si](C)(C)C)(C)C>C1C=CC(/C=C/C(/C=C/C2C=CC=CC=2)=O)=CC=1.C1C=CC(/C=C/C(/C=C/C2C=CC=CC=2)=O)=CC=1.C1C=CC(/C=C/C(/C=C/C2C=CC=CC=2)=O)=CC=1.[Pd].[Pd]>[F:41][C:15]1[C:16]2[O:17][C:18]3[C:23](=[CH:22][C:21]([NH:32][C:33]4[CH:38]=[CH:37][CH:36]=[C:35]([O:39][CH3:40])[CH:34]=4)=[CH:20][CH:19]=3)[C@@:24]3([CH2:30][O:29][C:28]([NH2:31])=[N:27]3)[C:25]=2[CH:26]=[C:13]([N:1]2[CH2:6][CH2:5][O:4][CH2:3][CH2:2]2)[CH:14]=1 |f:2.3,4.5.6.7.8|. Procedure details: A vial was charged with morpholine (0.062 mL, 0.706 mmol), (S)-2-amino-5′-fluoro-2′-(3-methoxyphenylamino)-5H-spiro[oxazole-4,9′-xanthene]-7′-yl trifluoromethanesulfonate (127 mg, 0.235 mmol), Pd2 dba3 (10.78 mg, 0.012 mmol), (8.43 mg, 0.028 mmol). The tube was flushed with argon and LiHMDS (1M in THF) (0.942 mL, 0.942 mmol) was added and the vial sealed and heated at 110° C. in microwave reactor for 1 hr. The mixture was quenched with 1 ml of water, diluted with EtOAc, and loaded onto 2 g SCX-2... Reactants: CCOC(=O)C12CC1C=CCCOCCC(NC(=O)OC(C)(C)C)C(=O)N1CC(OC(=O)N3Cc4cccc(F)c4C3)CC1C(=O)N2, C1CCOC1, [Na+], [OH-], O. Product: CC(C)(C)OC(=O)NC1CCOCCC=CC2CC2(C(=O)O)NC(=O)C2CC(OC(=O)N3Cc4cccc(F)c4C3)CN2C1=O. RXN SMILES: [C:1]([CH3:2])([CH3:3])([CH3:4])[O:5][C:6](=[O:7])[NH:8][CH:9]1[CH2:10][CH2:11][O:12][CH2:13][CH2:14][CH:15]=[CH:16][CH:17]2[C:18]([C:43](=[O:44])[O:45][CH2:46][CH3:47])([NH:19][C:20](=[O:41])[CH:21]3[N:22]([C:23]1=[O:24])[CH2:25][CH:26]([O:28][C:29](=[O:30])[N:31]1[CH2:32][c:33]4[cH:34][cH:35][cH:36][c:37]([F:40])[c:38]4[CH2:39]1)[CH2:27]3)[CH2:42]2.[CH2:50]1[O:51][CH2:52][CH2:53][CH2:54]1.[Na+:49].[OH-:48].[OH2:55]>>[C:1]([CH3:2])([CH3:3])([CH3:4])[O:5][C:6](=[O:7])[NH:8][CH:9]1[CH2:10][CH2:11][O:12][CH2:13][CH2:14][CH:15]=[CH:16][CH:17]2[C:18]([C:43](=[O:44])[OH:45])([NH:19][C:20](=[O:41])[CH:21]3[N:22]([C:23]1=[O:24])[CH2:25][CH:26]([O:28][C:29](=[O:30])[N:31]1[CH2:32][c:33]4[cH:34][cH:35][cH:36][c:37]([F:40])[c:38]4[CH2:39]1)[CH2:27]3)[CH2:42]2. Reactants: FC(OC1=CC(=C(C=C1)N)C=1NN=CN1)(F)F (4-trifluoromethoxy-2-(2H-[1,2,4]triazol-3-yl)-phenylamine), ClCC(=O)Cl (chloroacetyl chloride), O (water). Solvent: C(C)(=O)O (acetic acid). Conditions: time 20 hour. Yields the product ClCC(=O)NC1=C(C=C(C=C1)OC(F)(F)F)C=1NN=CN1 (2-Chloro-N-[2-(2H-[1,2,4]triazol-3-yl)-4-trifluoromethoxy-phenyl]-acetamide). Isolated yield 81.6%. As a reaction SMILES: [F:1][C:2]([F:17])([F:16])[O:3][C:4]1[CH:9]=[CH:8][C:7]([NH2:10])=[C:6]([C:11]2[NH:12][N:13]=[CH:14][N:15]=2)[CH:5]=1.[Cl:18][CH2:19][C:20](Cl)=[O:21].O>C(O)(=O)C>[Cl:18][CH2:19][C:20]([NH:10][C:7]1[CH:8]=[CH:9][C:4]([O:3][C:2]([F:1])([F:16])[F:17])=[CH:5][C:6]=1[C:11]1[NH:12][N:13]=[CH:14][N:15]=1)=[O:21]. Procedure details: To a cooled solution of 4-trifluoromethoxy-2-(2H-[1,2,4]triazol-3-yl)-phenylamine (3.00 g, 12.3 mmol) in acetic acid (62 mL) was added dropwise chloroacetyl chloride (1.96 mL, 24.6 mmol). The resulting light brown suspension was stirred for 20 h at ambient temperature and was then poured into water (246 mL) and stirred for another 3 h. The precipitate was filtered off and washed with water. Drying in vacuo afforded the title compound (3.22 g, 82%) as an off-white solid. MS: m/e=323.1 [M+H]+. As a reaction SMILES: [Cl:1][C:2]1[CH:7]=[C:6]([Cl:8])[CH:5]=[CH:4][C:3]=1[CH2:9][CH2:10][CH2:11][C:12](Cl)=[O:13].[Cu][C:16]#[N:17]>>[Cl:1][C:2]1[CH:7]=[C:6]([Cl:8])[CH:5]=[CH:4][C:3]=1[CH2:9][CH2:10][CH2:11][C:12]([C:16]#[N:17])=[O:13]. Procedure details: By the method of Example 1, Step C, 7.54 g (0.030 mole) of 4-(2,4-dichlorophenyl)butanoic acid chloride and 2.69 g (0.030 mole) of copper(I) cyanide are reacted, yielding 4-(2,4-dichlorophenyl)-butanoyl cyanide. Reactants: ClC1=C(C=CC(=C1)Cl)CCCC(=O)Cl (4-(2,4-dichlorophenyl)butanoic acid chloride), [Cu]C#N (copper(I) cyanide). Yields the product ClC1=C(C=CC(=C1)Cl)CCCC(=O)C#N (4-(2,4-dichlorophenyl)-butanoyl cyanide).